This data is from the Open Reaction Database (ORD), a public repository of structured organic reaction records. The task is: describe an organic reaction: reactants, conditions, products, and yield Starting materials: FC1=C(C(=CC=C1)F)C=1C=C2C(=CN(C2=CC1)S(=O)(=O)C1=CC=C(C)C=C1)C1=CN=CC(=N1)O[C@H]1CN(CCC1)C(=O)OC(C)(C)C ((R)-tert-butyl 3-(6-(5-(2,6-difluorophenyl)-1-tosyl-1H-indol-3-yl)pyrazin-2-yloxy)piperidine-1-carboxylate), [OH-].[Na+] (NaOH). The solvent is O1CCOCC1 (p-dioxane), O (water). Run at temperature 100 celsius. Yields the product FC1=C(C(=CC=C1)F)C=1C=C2C(=CNC2=CC1)C1=CN=CC(=N1)O[C@H]1CN(CCC1)C(=O)OC(C)(C)C ((R)-tert-butyl 3-(6-(5-(2,6-difluorophenyl)-1H-indol-3-yl)pyrazin-2-yloxy)piperidine-1-carboxylate). Reaction SMILES: [F:1][C:2]1[CH:7]=[CH:6][CH:5]=[C:4]([F:8])[C:3]=1[C:9]1[CH:10]=[C:11]2[C:15](=[CH:16][CH:17]=1)[N:14](S(C1C=CC(C)=CC=1)(=O)=O)[CH:13]=[C:12]2[C:28]1[N:33]=[C:32]([O:34][C@@H:35]2[CH2:40][CH2:39][CH2:38][N:37]([C:41]([O:43][C:44]([CH3:47])([CH3:46])[CH3:45])=[O:42])[CH2:36]2)[CH:31]=[N:30][CH:29]=1.[OH-].[Na+]>O1CCOCC1.O>[F:8][C:4]1[CH:5]=[CH:6][CH:7]=[C:2]([F:1])[C:3]=1[C:9]1[CH:10]=[C:11]2[C:15](=[CH:16][CH:17]=1)[NH:14][CH:13]=[C:12]2[C:28]1[N:33]=[C:32]([O:34][C@@H:35]2[CH2:40][CH2:39][CH2:38][N:37]([C:41]([O:43][C:44]([CH3:47])([CH3:46])[CH3:45])=[O:42])[CH2:36]2)[CH:31]=[N:30][CH:29]=1 |f:1.2|. Reported procedure: A glass microwave reaction vessel was charged with (R)-tert-butyl 3-(6-(5-(2,6-difluorophenyl)-1-tosyl-1H-indol-3-yl)pyrazin-2-yloxy)piperidine-1-carboxylate (2.5 g, 3.78 mmol) and NaOH (1.513 mL, 7.57 mmol) in p-dioxane (12 mL). The reaction mixture was stirred and heated in a Initiator microwave reactor (Personal Chemistry, Biotage AB, Inc., Uppsala, Sweden) at 100° C. for 1 h, then the mixture was diluted with water, and extracted with DCM. The combined organic layers were dried, filtered and... Reactants: Cc1ccc(CCl)cc1, CN(C)C=O, [H-], [Na+], O, c1ccc(COCC2OC(c3ccc4cc[nH]c4c3)C(OCc3ccccc3)C(OCc3ccccc3)C2OCc2ccccc2)cc1. Yields the product Cc1ccc(Cn2ccc3ccc(C4OC(COCc5ccccc5)C(OCc5ccccc5)C(OCc5ccccc5)C4OCc4ccccc4)cc32)cc1. RXN SMILES: [CH3:51][c:52]1[cH:53][cH:54][c:55]([CH2:56][Cl:57])[cH:58][cH:59]1.[CH3:61][N:62]([CH3:63])[CH:64]=[O:65].[H-:49].[Na+:50].[OH2:60].[nH:1]1[cH:2][cH:3][c:4]2[cH:5][cH:6][c:7]([CH:10]3[CH:11]([O:12][CH2:13][c:14]4[cH:15][cH:16][cH:17][cH:18][cH:19]4)[CH:20]([O:21][CH2:22][c:23]4[cH:24][cH:25][cH:26][cH:27][cH:28]4)[CH:29]([O:30][CH2:31][c:32]4[cH:33][cH:34][cH:35][cH:36][cH:37]4)[CH:38]([CH2:40][O:41][CH2:42][c:43]4[cH:44][cH:45][cH:46][cH:47][cH:48]4)[O:39]3)[cH:8][c:9]12>>[n:1]1([CH2:56][c:55]2[cH:54][cH:53][c:52]([CH3:51])[cH:59][cH:58]2)[cH:2][cH:3][c:4]2[cH:5][cH:6][c:7]([CH:10]3[CH:11]([O:12][CH2:13][c:14]4[cH:15][cH:16][cH:17][cH:18][cH:19]4)[CH:20]([O:21][CH2:22][c:23]4[cH:24][cH:25][cH:26][cH:27][cH:28]4)[CH:29]([O:30][CH2:31][c:32]4[cH:33][cH:34][cH:35][cH:36][cH:37]4)[CH:38]([CH2:40][O:41][CH2:42][c:43]4[cH:44][cH:45][cH:46][cH:47][cH:48]4)[O:39]3)[cH:8][c:9]12. The reactants are O=C(CCCCC(=O)OC)N[C@H]1[C@H](CCCC1)C(=O)N1CC[C@@H]2[C@@H](NC=3C=CC=CC3[C@@H]21)C2=CC=CC=C2 (methyl 6-oxo-6-[((1R,2S)-2-{[(3aR,4R,9bR)-4-phenyl-2,3,3a,4,5,9b-hexahydro-1H-pyrrolo[3,2-c]quinolin-1-yl]carbonyl}cyclohexyl)amino]hexanoate), [Cl-].[Ca+2].[Cl-] (calcium chloride), [BH4-].[Na+] (sodium borohydride), O1CCCC1 (tetrahydrofuran). Run in C(C)O (ethanol), O (Water). Yields the product OCCCCCC(=O)N[C@H]1[C@H](CCCC1)C(=O)N1CC[C@@H]2[C@@H](NC=3C=CC=CC3[C@@H]21)C2=CC=CC=C2 (6-Hydroxy-N-((1R,2S)-2-{[(3aR,4R,9bR)-4-phenyl-2,3,3a,4,5,9b-hexahydro-1H-pyrrolo[3,2-c]quinolin-1-yl]carbonyl}cyclohexyl)hexanamide). Yield: 90.9%. RXN SMILES: [Cl-].[Ca+2].[Cl-].[BH4-].[Na+].O1CCCC1.[O:11]=[C:12]([NH:21][C@@H:22]1[CH2:27][CH2:26][CH2:25][CH2:24][C@@H:23]1[C:28]([N:30]1[C@@H:42]2[C@@H:33]([C@H:34]([C:43]3[CH:48]=[CH:47][CH:46]=[CH:45][CH:44]=3)[NH:35][C:36]3[CH:37]=[CH:38][CH:39]=[CH:40][C:41]=32)[CH2:32][CH2:31]1)=[O:29])[CH2:13][CH2:14][CH2:15][CH2:16][C:17](OC)=[O:18]>O.C(O)C>[OH:18][CH2:17][CH2:16][CH2:15][CH2:14][CH2:13][C:12]([NH:21][C@@H:22]1[CH2:27][CH2:26][CH2:25][CH2:24][C@@H:23]1[C:28]([N:30]1[C@@H:42]2[C@@H:33]([C@H:34]([C:43]3[CH:48]=[CH:47][CH:46]=[CH:45][CH:44]=3)[NH:35][C:36]3[CH:37]=[CH:38][CH:39]=[CH:40][C:41]=32)[CH2:32][CH2:31]1)=[O:29])=[O:11] |f:0.1.2,3.4|. Procedure: A mixture of calcium chloride (88 mg, 0.8 mmol), sodium borohydride (60 mg, 1.6 mmol), tetrahydrofuran (2.5 ml) and ethanol (2.5 ml) was stirred under a nitrogen atmosphere under ice-cooling for 30 min. To the mixture was added methyl 6-oxo-6-[((1R,2S)-2-{[(3aR,4R,9bR)-4-phenyl-2,3,3a,4,5,9b-hexahydro-1H-pyrrolo[3,2-c]quinolin-1-yl]carbonyl}cyclohexyl)amino]hexanoate (106 mg, 0.20 mmol) under ice-cooling, and the mixture was stirred at room temperature for 16 hrs. Water was added, and the reacti... The reactants are 52.4, Cl.C1(=CC=CC=C1)CN1CCC(CC1)CC(=O)O (1-(phenylmethyl)-4-piperidineacetic acid hydrochloride), FC1=CC=C(C=C1)CNC1=NC=NC=C1N (N4 -[(4-fluorophenyl)methyl]- 4,5-pyrimidinediamine), P(=O)(Cl)(Cl)Cl (phosphoryl chloride). The product is 37, FC1=CC=C(C=C1)CNC1=NC=NC=C1NC(CC1CCN(CC1)CC1=CC=CC=C1)=O (N-[4-[[(4-fluorophenyl)methyl]amino]-5-pyrimidinyl]-1-(phenylmethyl)-4-piperidineacetamide). The yield is 61.0%. Reaction SMILES: Cl.[C:2]1([CH2:8][N:9]2[CH2:14][CH2:13][CH:12]([CH2:15][C:16]([OH:18])=O)[CH2:11][CH2:10]2)[CH:7]=[CH:6][CH:5]=[CH:4][CH:3]=1.[F:19][C:20]1[CH:25]=[CH:24][C:23]([CH2:26][NH:27][C:28]2[C:33]([NH2:34])=[CH:32][N:31]=[CH:30][N:29]=2)=[CH:22][CH:21]=1.P(Cl)(Cl)(Cl)=O>>[F:19][C:20]1[CH:21]=[CH:22][C:23]([CH2:26][NH:27][C:28]2[C:33]([NH:34][C:16](=[O:18])[CH2:15][CH:12]3[CH2:11][CH2:10][N:9]([CH2:8][C:2]4[CH:3]=[CH:4][CH:5]=[CH:6][CH:7]=4)[CH2:14][CH2:13]3)=[CH:32][N:31]=[CH:30][N:29]=2)=[CH:24][CH:25]=1 |f:0.1|. Procedure: A mixture of 52.4 parts of 1-(phenylmethyl)-4-piperidineacetic acid hydrochloride, 38.7 parts of N4 -[(4-fluorophenyl)methyl]- 4,5-pyrimidinediamine and 765 parts of phosphoryl chloride was stirred and refluxed for 30 minutes. The reaction mixture was evaporated. The residue was decomposed with ice water. The product was extracted with dichloromethane after treatment with sodium hydroxide. The extract was washed with water, dried, filtered and evaporated. The residue was purified by column chrom... The reactants are C#Cc1cnc2cnccn12, CCN(C(C)C)C(C)C, N#N, CN(C)C=O, c1ccc(P(c2ccccc2)(c2ccccc2)[Pd](P(c2ccccc2)(c2ccccc2)c2ccccc2)(P(c2ccccc2)(c2ccccc2)c2ccccc2)P(c2ccccc2)(c2ccccc2)c2ccccc2)cc1, Cc1ccc(C(=O)Nc2cc(-n3ccnc3)cc(C(F)(F)F)c2)cc1I. Product: Cc1ccc(C(=O)Nc2cc(-n3ccnc3)cc(C(F)(F)F)c2)cc1C#Cc1cnc2cnccn12. As a reaction SMILES: [C:1](#[CH:2])[c:3]1[cH:4][n:5][c:6]2[n:7]1[cH:8][cH:9][n:10][cH:11]2.[CH:38]([N:39]([CH:40]([CH3:41])[CH3:42])[CH2:43][CH3:44])([CH3:45])[CH3:46].[N:47]#[N:48].[O:49]=[CH:50][N:51]([CH3:52])[CH3:53].[cH:54]1[cH:55][cH:56][c:57]([P:58]([Pd:59]([P:60]([c:61]2[cH:62][cH:63][cH:64][cH:65][cH:66]2)([c:67]2[cH:68][cH:69][cH:70][cH:71][cH:72]2)[c:73]2[cH:74][cH:75][cH:76][cH:77][cH:78]2)([P:79]([c:80]2[cH:81][cH:82][cH:83][cH:84][cH:85]2)([c:86]2[cH:87][cH:88][cH:89][cH:90][cH:91]2)[c:92]2[cH:93][cH:94][cH:95][cH:96][cH:97]2)[P:98]([c:99]2[cH:100][cH:101][cH:102][cH:103][cH:104]2)([c:105]2[cH:106][cH:107][cH:108][cH:109][cH:110]2)[c:111]2[cH:112][cH:113][cH:114][cH:115][cH:116]2)([c:117]2[cH:118][cH:119][cH:120][cH:121][cH:122]2)[c:123]2[cH:124][cH:125][cH:126][cH:127][cH:128]2)[cH:129][cH:130]1.[n:12]1(-[c:17]2[cH:18][c:19]([NH:27][C:28]([c:29]3[cH:30][c:31]([I:36])[c:32]([CH3:35])[cH:33][cH:34]3)=[O:37])[cH:20][c:21]([C:23]([F:24])([F:25])[F:26])[cH:22]2)[cH:13][n:14][cH:15][cH:16]1>>[C:1](#[C:2][c:31]1[cH:30][c:29]([C:28]([NH:27][c:19]2[cH:18][c:17](-[n:12]3[cH:13][n:14][cH:15][cH:16]3)[cH:22][c:21]([C:23]([F:24])([F:25])[F:26])[cH:20]2)=[O:37])[cH:34][cH:33][c:32]1[CH3:35])[c:3]1[cH:4][n:5][c:6]2[n:7]1[cH:8][cH:9][n:10][cH:11]2. Reactants: N1=CC(=CC=C1)C(C[N+](=O)[O-])C (2-(3-pyridyl)-1-nitropropane). Reagents/catalysts: [Pd] (Pd/C). The solvent is C(C)O (ethanol), Cl (HCl). Product: N1=CC(=CC=C1)C(CN)C (2-(3-Pyridyl)-1-propylamine). Reaction SMILES: [N:1]1[CH:6]=[CH:5][CH:4]=[C:3]([CH:7]([CH3:12])[CH2:8][N+:9]([O-])=O)[CH:2]=1>C(O)C.Cl.[Pd]>[N:1]1[CH:6]=[CH:5][CH:4]=[C:3]([CH:7]([CH3:12])[CH2:8][NH2:9])[CH:2]=1. Procedure details: To a solution of 2-(3-pyridyl)-1-nitropropane (0.91 g, 5.48 mmol) in 20 mL of ethanol and 0.1 mL of 12N HCl was added 10% Pd/C (1.00 g) under argon. The solution was evacuated and flushed with hydrogen several times, place under an atmosphere of hydrogen and vigorously stirred. After 14 h the mixture was evacuated and flushed with argon several times, filtered through celite and washed with 200 mL of ethanol. The volatiles were removed in vacuo to provide a residue which was partitioned between ... Reactants: C([O-])(O)=O.[Na+] (sodium bicarbonate), NC1=C(C=CC=C1)C1=NC(=NO1)CCS(=O)(=O)CCO (5-(2′-aminophenyl)-3-[2-(2-hydroxyethylsulfonyl)ethyl]-1,2,4-oxadiazole), S(O)(O)(=O)=O (sulfuric acid), [Cl-].[K+] (potassium chloride), OS(=O)(=O)O.O=S(=O)=O (oleum). Run at temperature 40 celsius, time 1 hour. The product is NC1=C(C=C(C=C1)S(=O)(=O)O)C1=NC(=NO1)CCS(=O)(=O)CCO (5-(2′-amino-5′-sulfophenyl)-3-[2-(2-hydroxyethylsulfonyl)ethyl]-1,2,4-oxadiazole). Reaction SMILES: [NH2:1][C:2]1[CH:7]=[CH:6][CH:5]=[CH:4][C:3]=1[C:8]1[O:12][N:11]=[C:10]([CH2:13][CH2:14][S:15]([CH2:18][CH2:19][OH:20])(=[O:17])=[O:16])[N:9]=1.[S:21](=O)(=[O:24])([OH:23])[OH:22].OS(O)(=O)=O.O=S(=O)=O.C(=O)(O)[O-].[Na+].[Cl-].[K+]>>[NH2:1][C:2]1[CH:7]=[CH:6][C:5]([S:21]([OH:24])(=[O:23])=[O:22])=[CH:4][C:3]=1[C:8]1[O:12][N:11]=[C:10]([CH2:13][CH2:14][S:15]([CH2:18][CH2:19][OH:20])(=[O:17])=[O:16])[N:9]=1 |f:2.3,4.5,6.7|. Procedure details: 59.4 g (0.2 mol) of 5-(2′-aminophenyl)-3-[2-(2-hydroxyethylsulfonyl)ethyl]-1,2,4-oxadiazole were added at 10-15° C. to 100% strength sulfuric acid and stirred in at 40° C. for 1 h. 240 ml of 24% strength by weight oleum were then added at 40° C. a little at a time over 20 h. After heating at 60° C. for 8 h, the reaction solution was poured onto ice, the pH was adjusted to pH 4-5 with sodium bicarbonate, and the product was salted out with 500 g of potassium chloride to afford 95.3 g of 5-(2′-ami... Starting materials: N#N (N2), C(C)(C)(C)OC(N(C(=O)C=1N=C(SC1C1=CC=CC=C1)C1CC1)C=1N=C(OC1)CN1N=C(C=C1)C(C)=O)=O ([2-(3-acetyl-pyrazol-1-ylmethyl)-oxazol-4-yl]-(2-cyclopropyl-5-phenyl-thiazole-4-carbonyl)-carbamic acid tert-butyl ester), FC(C(=O)O)(F)F (trifluoroacetic acid). Solvent: C(Cl)Cl (CH2Cl2). Conditions: time 16 hour. The product is C(C)(=O)C1=NN(C=C1)CC=1OC=C(N1)NC(=O)C=1N=C(SC1C1=CC=CC=C1)C1CC1 (2-Cyclopropyl-5-phenyl-thiazole-4-carboxylic acid [2-(3-acetyl-pyrazol-1-ylmethyl)-oxazol-4-yl]-amide). As a reaction SMILES: N#N.C(OC(=O)[N:9]([C:26]1[N:27]=[C:28]([CH2:31][N:32]2[CH:36]=[CH:35][C:34]([C:37](=[O:39])[CH3:38])=[N:33]2)[O:29][CH:30]=1)[C:10]([C:12]1[N:13]=[C:14]([CH:23]2[CH2:25][CH2:24]2)[S:15][C:16]=1[C:17]1[CH:22]=[CH:21][CH:20]=[CH:19][CH:18]=1)=[O:11])(C)(C)C.FC(F)(F)C(O)=O>C(Cl)Cl>[C:37]([C:34]1[CH:35]=[CH:36][N:32]([CH2:31][C:28]2[O:29][CH:30]=[C:26]([NH:9][C:10]([C:12]3[N:13]=[C:14]([CH:23]4[CH2:24][CH2:25]4)[S:15][C:16]=3[C:17]3[CH:18]=[CH:19][CH:20]=[CH:21][CH:22]=3)=[O:11])[N:27]=2)[N:33]=1)(=[O:39])[CH3:38]. Procedure details: In a flame dried round-bottomed flask equipped with a magnetic stir bar and under inert atmosphere (N2), a solution of [2-(3-acetyl-pyrazol-1-ylmethyl)-oxazol-4-yl]-(2-cyclopropyl-5-phenyl-thiazole-4-carbonyl)-carbamic acid tert-butyl ester (13 mg, 0.02 mmol) in dry CH2Cl2 (1.0 mL) was treated at 0° C. with trifluoroacetic acid (0.08 mL, 1.00 mmol). After stirring at rt for 16 h, the reaction mixture was quenched with sat. aq. NaHCO3, extracted with CH2Cl2 (3×10 mL) and the combined org. extract...